Dataset: the Open Reaction Database (ORD), a public repository of structured organic reaction records. Task: describe an organic reaction: reactants, conditions, products, and yield RXN SMILES: [NH2:1][CH2:2][CH:3]([C:20]1[CH:25]=[CH:24][CH:23]=[CH:22][CH:21]=1)[CH:4]([C:14]1[CH:15]=[N:16][CH:17]=[CH:18][CH:19]=1)[C:5]([N:7]([CH:11]([CH3:13])[CH3:12])[CH:8]([CH3:10])[CH3:9])=[O:6].[F:26][C:27]1[CH:32]=[CH:31][CH:30]=[CH:29][C:28]=1[CH2:33][N:34]=[C:35]=[O:36].CCN(C(C)C)C(C)C.C(O)C(N)(CO)CO>C(Cl)Cl>[CH:11]([N:7]([CH:8]([CH3:9])[CH3:10])[C:5]([CH:4]([C:14]1[CH:15]=[N:16][CH:17]=[CH:18][CH:19]=1)[CH:3]([C:20]1[CH:21]=[CH:22][CH:23]=[CH:24][CH:25]=1)[CH2:2][NH:1][C:35]([NH:34][CH2:33][C:28]1[CH:29]=[CH:30][CH:31]=[CH:32][C:27]=1[F:26])=[O:36])=[O:6])([CH3:13])[CH3:12]. Yields the product C(C)(C)N(C(=O)C(C(CNC(=O)NCC1=C(C=CC=C1)F)C1=CC=CC=C1)C=1C=NC=CC1)C(C)C ((−)-1-(3-(diisopropylcarbamoyl)-2-phenyl-3-(pyridin-3-yl)propyl)-3-(2-fluorobenzyl)urea). Reaction conditions: time 15 hour. Run in C(Cl)Cl (DCM). Reactants: NCC(C(C(=O)N(C(C)C)C(C)C)C=1C=NC=CC1)C1=CC=CC=C1 (4-amino-N,N-diisopropyl-3-phenyl-2-(pyridin-3-yl)butanamide), FC1=C(C=CC=C1)CN=C=O (1-fluoro-2-(isocyanatomethyl)benzene), CCN(C(C)C)C(C)C (DIPEA), C(C(CO)(CO)N)O (trisamine). Reported procedure: To a solution of 4-amino-N,N-diisopropyl-3-phenyl-2-(pyridin-3-yl)butanamide (0.030 g, 0.09 mmol) in dry DCM (2 mL) was added 1-fluoro-2-(isocyanatomethyl)benzene (0.028 g, 0.18 mmol), and DIPEA (0.023 mL, 0.135 mmol). The reaction mixture was agitated for 15 h at room temperature before adding PS-trisamine (0.022 g, 0.09 mmol) and agitating for 1 h at room temperature. The crude product was then filtered to remove the solid phase and concentrated. Purification of enantiomers by ChiralPak AD (n-... Starting materials: C1=CC=CC=C1 (Benzene), C(\C=C\C)(=O)Cl (crotonoyl chloride), [Cl-].[Al+3].[Cl-].[Cl-] (aluminium chloride). Run in ClCCl (dichloromethane). Yields the product C(\C=C\C)(=O)C1=CC=CC=C1 (Crotonoylbenzene). RXN SMILES: [CH:1]1[CH:6]=[CH:5][CH:4]=[CH:3][CH:2]=1.[C:7](Cl)(=[O:11])/[CH:8]=[CH:9]/[CH3:10].[Cl-].[Al+3].[Cl-].[Cl-]>ClCCl>[C:7]([C:1]1[CH:6]=[CH:5][CH:4]=[CH:3][CH:2]=1)(=[O:11])/[CH:8]=[CH:9]/[CH3:10] |f:2.3.4.5|. Reported procedure: Benzene (1 mL), crotonoyl chloride (236 mg), and aluminium chloride (280 mg) were reacted in dichloromethane (1.5 mL) at from −30° C. to room temperature for 16 hours. The resultant was treated in the same manner as described in Example 1 to obtain the title compound (66 mg). The reactants are CC(=O)O[BH-](OC(C)=O)OC(C)=O, O=C([O-])O, ClCCl, Nc1ccccn1, [Na+], [Na+], COC(=O)CCCC=O. Product: COC(=O)CCCCNc1ccccn1. Reaction SMILES: [C:17]([O:18][BH-:19]([O:20][C:21](=[O:22])[CH3:23])[O:24][C:25](=[O:26])[CH3:27])(=[O:28])[CH3:29].[C:31](=[O:32])([OH:33])[O-:34].[CH2:36]([Cl:37])[Cl:38].[NH2:10][c:11]1[n:12][cH:13][cH:14][cH:15][cH:16]1.[Na+:30].[Na+:35].[O:1]=[CH:2][CH2:3][CH2:4][CH2:5][C:6](=[O:7])[O:8][CH3:9]>>[CH2:2]([CH2:3][CH2:4][CH2:5][C:6](=[O:7])[O:8][CH3:9])[NH:10][c:11]1[n:12][cH:13][cH:14][cH:15][cH:16]1. Starting materials: Cc1ccccc1, CCN(C(C)C)C(C)C, CC(C)c1ccc(CN)cc1, O=C(Cl)Cl, Cc1cc2c(N)cccc2cn1. The product is Cc1cc2c(NC(=O)NCc3ccc(C(C)C)cc3)cccc2cn1. Reaction SMILES: [CH3:37][c:38]1[cH:39][cH:40][cH:41][cH:42][cH:43]1.[CH:16]([N:17]([CH2:18][CH3:19])[CH:20]([CH3:21])[CH3:22])([CH3:23])[CH3:24].[CH:1]([CH3:2])([CH3:3])[c:4]1[cH:5][cH:6][c:7]([CH2:8][NH2:9])[cH:10][cH:11]1.[Cl:12][C:13]([Cl:14])=[O:15].[NH2:25][c:26]1[c:27]2[cH:28][c:29]([CH3:36])[n:30][cH:31][c:32]2[cH:33][cH:34][cH:35]1>>[CH:1]([CH3:2])([CH3:3])[c:4]1[cH:5][cH:6][c:7]([CH2:8][NH:9][C:13](=[O:15])[NH:25][c:26]2[c:27]3[cH:28][c:29]([CH3:36])[n:30][cH:31][c:32]3[cH:33][cH:34][cH:35]2)[cH:10][cH:11]1.